From a dataset of the Open Reaction Database (ORD), a public repository of structured organic reaction records. describe an organic reaction: reactants, conditions, products, and yield Starting materials: ClC1=CC=C(C=C1)C1(CCN(CC1)CCCC(=O)C1=CC=C(C=C1)F)O (4-(4-(4-Chlorophenyl)-4-hydroxy-1-piperidinyl)-1-(4-fluorophenyl)-1-butanone), C(C)(=O)OC(C)=O (acetic acid anhydride), O (H2O). Run in N1=CC=CC=C1 (pyridine). The product is C(C)(=O)OC1(CCN(CC1)CCCC(=O)C1=CC=C(C=C1)F)C1=CC=C(C=C1)Cl (4-(4-Acetoxy-4-(4-chlorophenyl)-1-piperidinyl)-1-(4-fluorophenyl)-1-butanone). Reaction SMILES: [Cl:1][C:2]1[CH:7]=[CH:6][C:5]([C:8]2([OH:26])[CH2:13][CH2:12][N:11]([CH2:14][CH2:15][CH2:16][C:17]([C:19]3[CH:24]=[CH:23][C:22]([F:25])=[CH:21][CH:20]=3)=[O:18])[CH2:10][CH2:9]2)=[CH:4][CH:3]=1.[C:27](OC(=O)C)(=[O:29])[CH3:28].O>N1C=CC=CC=1>[C:27]([O:26][C:8]1([C:5]2[CH:4]=[CH:3][C:2]([Cl:1])=[CH:7][CH:6]=2)[CH2:9][CH2:10][N:11]([CH2:14][CH2:15][CH2:16][C:17]([C:19]2[CH:20]=[CH:21][C:22]([F:25])=[CH:23][CH:24]=2)=[O:18])[CH2:12][CH2:13]1)(=[O:29])[CH3:28]. Reported procedure: 4-(4-(4-Chlorophenyl)-4-hydroxy-1-piperidinyl)-1-(4-fluorophenyl)-1-butanone (20 g) and acetic acid anhydride (16 g) in 200 ml of dried pyridine (KOH pellets) were refluxed for 2 h. The mixture was poured into cold H2O (0° C.) (2 liters) and extracted with isopropylether (2×200 ml). The combined organic phases were dried (MgSO4) and the solvent evaporated. The title compound was obtained after column chromatography on silica gel (eluent, ethyl acetate/dichloromethane/methanol, 1:1:1). Yield 10.6...